From a dataset of the Open Reaction Database (ORD), a public repository of structured organic reaction records. describe an organic reaction: reactants, conditions, products, and yield The reactants are O=P12OP3(=O)OP(=O)(O1)OP(=O)(O2)O3 (Phosphorus pentoxide), CN(C)C1CCCCC1 (N,N-dimethylcyclohexylamine), Cl.C(C)N (ethylamine hydrochloride), ClC1=CC=2NC(NS(C2S1)(=O)=O)=O (6-chloro-2,3-dihydro-3-oxo-4H-thieno[3,2-e]-1,2,4-thiadiazine 1,1-dioxide). The solvent is O (water). Reaction conditions: temperature 180 celsius, time 20 minute. Product: ClC1=CC=2NC(=NS(C2S1)(=O)=O)NCC (6-Chloro-3-ethylamino-4H-thieno[3,2-e]-1,2,4-thiadiazine 1,1-dioxide). Isolated yield 21.2%. Reaction SMILES: O=P12OP3(OP(OP(O3)(O1)=O)(=O)O2)=O.CN(C1CCCCC1)C.Cl.[CH2:25]([NH2:27])[CH3:26].[Cl:28][C:29]1[S:37][C:36]2[S:35](=[O:39])(=[O:38])[NH:34][C:33](=O)[NH:32][C:31]=2[CH:30]=1>O>[Cl:28][C:29]1[S:37][C:36]2[S:35](=[O:39])(=[O:38])[N:34]=[C:33]([NH:32][CH2:31][CH3:30])[NH:27][C:25]=2[CH:26]=1 |f:2.3|. Reported procedure: Phosphorus pentoxide (2.84 g, 20 mmol), N,N-dimethylcyclohexylamine (3 ml, 20 mmol) and ethylamine hydrochloride (1.63 g, 20 mmol) were carefully mixed and heated with stirring on an oil bath at 180° C. for 20 min. To the homogeneous mass was added 6-chloro-2,3-dihydro-3-oxo-4H-thieno[3,2-e]-1,2,4-thiadiazine 1,1-dioxide (1.2 g, 5 mmol) and the mixture was stirred at 180° C. for 5 h. After cooling to ca. 100° C., water (150 ml) was added and the mixture was stirred for 1 h at room temperature. T... Starting materials: C(=O)(C(F)(F)F)O (TFA), C(=O)(O)[O-].[Na+] (NaHCO3), C(=O)(C(F)(F)F)O (TFA), C(C)(C)(C)NC(=O)C1=CC2=C(OCCN2C(=O)OC(C)(C)C)N=C1 (tert-butyl 7-(tert-butylcarbamoyl)-2,3-dihydro-1H-pyrido[2,3-b][1,4]oxazine-1-carboxylate), C(=O)(C(F)(F)F)O (TFA). Run in C(Cl)Cl (DCM), CN(C)C=O (DMF). Conditions: temperature 40 celsius, time 24 hour. Yields the product C(C)(C)(C)NC(=O)C1=CC2=C(OCCN2)N=C1 (N-tert-butyl-2,3-dihydro-1H-pyrido[2,3-b][1,4]oxazine-7-carboxamide). Isolated yield 20.3%. RXN SMILES: [C:1]([NH:5][C:6]([C:8]1[CH:24]=[N:23][C:11]2[O:12][CH2:13][CH2:14][N:15](C(OC(C)(C)C)=O)[C:10]=2[CH:9]=1)=[O:7])([CH3:4])([CH3:3])[CH3:2].C(O)(C(F)(F)F)=O.C([O-])(O)=O.[Na+]>C(Cl)Cl.CN(C=O)C>[C:1]([NH:5][C:6]([C:8]1[CH:24]=[N:23][C:11]2[O:12][CH2:13][CH2:14][NH:15][C:10]=2[CH:9]=1)=[O:7])([CH3:4])([CH3:2])[CH3:3] |f:2.3|. Procedure details: To a suspension of tert-butyl 7-(tert-butylcarbamoyl)-2,3-dihydro-1H-pyrido[2,3-b][1,4]oxazine-1-carboxylate (1.425 g, 4.25 mmol) in DCM (5 mL) and DMF (5 mL) was added TFA (3 mL, 38.9 mmol). The reaction was stirred at 40° C. for 24 h. Additional TFA (2.2 mL, 28.5 mmol) was added to consume unreacted starting material. The reaction was allowed to stir at room temperature for 2 h. A further addition of TFA (4.4 mL, 57.0 mmol) was performed and the reaction was allowed to stir for 2 h. Upon consu... Starting materials: OC1=NC(=NC(=C1CC(=O)OC)C)S (methyl (4-hydroxy-2-mercapto-6-methyl-5-pyrimidinyl)-acetate). The reagents and catalysts are [Ni] (Raney-Nickel). The solvent is CO (methanol). Yields the product COC(CC=1C(=NC=NC1C)O)=O (methyl(4-hydroxy-6-methyl-5-pyrimidinyl)-acetate), crystals. Isolated yield 85.0%. RXN SMILES: [OH:1][C:2]1[C:7]([CH2:8][C:9]([O:11][CH3:12])=[O:10])=[C:6]([CH3:13])[N:5]=[C:4](S)[N:3]=1>CO.[Ni]>[CH3:12][O:11][C:9](=[O:10])[CH2:8][C:7]1[C:2]([OH:1])=[N:3][CH:4]=[N:5][C:6]=1[CH3:13]. Procedure details: A suspension of methyl (4-hydroxy-2-mercapto-6-methyl-5-pyrimidinyl)-acetate (160 g, 0.75 mol) and Raney-Nickel in water (1.51) is refluxed for 16 hours. The reaction mixture is filtered and the filtrate concentrated under reduced pressure to 1/10 of the original volume. Filtration of the precipitate and drying gives methyl(4-hydroxy-6-methyl-5-pyrimidinyl)-acetate in form of colorless crystals (116 g, 85%). 1H-NMR (DMSO):12.4 (s, 1H); 8.0 (s, 1H); 3.6 (s, 3H); 3.4 (s, 2H); 2.1 (s, 3H) The reactants are [OH-].[K+] (potassium hydroxide), C(C)C1(CCSC2=CC=C(C=C12)C#C[Si](C)(C)C)CC ((4,4-diethylthiochroman-6-yl)(trimethylsilyl)acetylene), C(C)C1(CCSC2=CC=C(C=C12)C#C[Si](C)(C)C)CC ((4,4-diethylthiochroman-6-yl)(trimethylsilyl)acetylene). The solvent is O (water), C(C)O (ethanol). Reaction conditions: time 5 hour. The product is C(C)C1(CCSC2=CC=C(C=C12)C#C)CC ((4,4-Diethylthiochroman-6-yl)acetylene). Reaction SMILES: [OH-].[K+].[CH2:3]([C:5]1([CH2:21][CH3:22])[C:14]2[C:9](=[CH:10][CH:11]=[C:12]([C:15]#[C:16][Si](C)(C)C)[CH:13]=2)[S:8][CH2:7][CH2:6]1)[CH3:4]>O.C(O)C>[CH2:21]([C:5]1([CH2:3][CH3:4])[C:14]2[C:9](=[CH:10][CH:11]=[C:12]([C:15]#[CH:16])[CH:13]=2)[S:8][CH2:7][CH2:6]1)[CH3:22] |f:0.1|. Procedure: A solution of 2.21 g (39 mmol) of potassium hydroxide in 2.0 mL of water and 20.0 mL of ethanol was added to 1.49 g (4.93 mmol) of (4,4-diethylthiochroman-6-yl)(trimethylsilyl)acetylene (Compound 26) and the resulting mixture stirred at room temperature for 5 hours during which time it became homogeneous. The solvent was removed in-vacuo and the residue was acidified with 5% aqueous H2SO4. The product was extracted with 2×50 mL of ether. Starting materials: COC(C1=CC(=C(C=C1)C)N1C(=NC(=C(C1=O)Cl)OCC1=CC=C(C=C1)OC)C)=O (3-[5-chloro-4-(4-methoxy-benzyloxy)-2-methyl-6-oxo-6H-pyrimidin-1-yl]-4-methyl-benzoic acid methyl ester), ClCC1=NC(=CC=C1)C(F)(F)F (2-(chloromethyl)-6-(trifluoromethyl)pyridine), C([O-])([O-])=O.[K+].[K+] (potassium carbonate), C1COCCOCCOCCOCCOCCO1 (18-crown-6). Yield: 29.0%. Yields the product COC(C1=CC(=C(C=C1)C)N1C(=NC(=C(C1=O)Cl)OCC1=NC(=CC=C1)C(F)(F)F)C)=O (3-[5-chloro-2-methyl-6-oxo-4-(6-trifluoromethyl-pyridin-2-ylmethoxy)-6H-pyrimidin-1-yl]-4-methyl-benzoic acid methyl ester). Reported procedure: To a solution of Intermediate 3 (250 mg, 0.81 mmol) in N,N-dimethylformamide (3 mL) was added 2-(chloromethyl)-6-(trifluoromethyl)pyridine (158 mg, 0.81 mmol), potassium carbonate (224 mg, 1.62 mmol) and 18-crown-6 (40 mg). The slurry was heated at 45° C. for eighteen hours. The reaction was partitioned between ethyl acetate and water. The organic layer was washed with water and brine and dried over magnesium sulfate. The slurry was filtered and concentrated in vacuo. The crude material was puri... The solvent is CN(C=O)C (N,N-dimethylformamide). Reaction SMILES: [CH3:1][O:2][C:3](=[O:30])[C:4]1[CH:9]=[CH:8][C:7]([CH3:10])=[C:6]([N:11]2[C:16](=[O:17])[C:15]([Cl:18])=[C:14]([O:19]CC3C=CC(OC)=CC=3)[N:13]=[C:12]2[CH3:29])[CH:5]=1.Cl[CH2:32][C:33]1[CH:38]=[CH:37][CH:36]=[C:35]([C:39]([F:42])([F:41])[F:40])[N:34]=1.C(=O)([O-])[O-].[K+].[K+].C1OCCOCCOCCOCCOCCOC1>CN(C)C=O>[CH3:1][O:2][C:3](=[O:30])[C:4]1[CH:9]=[CH:8][C:7]([CH3:10])=[C:6]([N:11]2[C:16](=[O:17])[C:15]([Cl:18])=[C:14]([O:19][CH2:32][C:33]3[CH:38]=[CH:37][CH:36]=[C:35]([C:39]([F:42])([F:41])[F:40])[N:34]=3)[N:13]=[C:12]2[CH3:29])[CH:5]=1 |f:2.3.4|. Conditions: temperature 45 celsius. Reactants: Cl.NO (hydroxylamine hydrochloride), C1(=CC=CC=C1)C=1SC=C(N1)C(=O)C1=CC(=C(C(=C1)OC)OC)OC ((2-Phenyl-thiazol-4-yl)-(3,4,5-trimethoxy-phenyl)-methanone), [OH-].[Na+] (NaOH). The solvent is C(C)O (ethanol). Run at temperature 55 celsius, time 3 hour. Product: C1(=CC=CC=C1)C=1SC=C(N1)\C(=N/O)\C1=CC(=C(C(=C1)OC)OC)OC ((Z)-(2-Phenylthiazol-4-yl)(3,4,5-trimethoxyphenyl)methanone oxime). Reaction SMILES: [C:1]1([C:7]2[S:8][CH:9]=[C:10]([C:12]([C:14]3[CH:19]=[C:18]([O:20][CH3:21])[C:17]([O:22][CH3:23])=[C:16]([O:24][CH3:25])[CH:15]=3)=O)[N:11]=2)[CH:6]=[CH:5][CH:4]=[CH:3][CH:2]=1.Cl.[NH2:27][OH:28].[OH-].[Na+]>C(O)C>[C:1]1([C:7]2[S:8][CH:9]=[C:10](/[C:12](/[C:14]3[CH:19]=[C:18]([O:20][CH3:21])[C:17]([O:22][CH3:23])=[C:16]([O:24][CH3:25])[CH:15]=3)=[N:27]\[OH:28])[N:11]=2)[CH:6]=[CH:5][CH:4]=[CH:3][CH:2]=1 |f:1.2,3.4|. Procedure: To a suspension of 1h (210 mg, 0.59 mmol) in 10 mL ethanol was added an aqueous solution (2 mL) of hydroxylamine hydrochloride (127 mg, 1.83 mmol). Then 2 mL 1 N NaOH was added dropwise to the reaction mixture and the mixture was stirred at 55° C. for 3 h. After completion of the reaction, the residue was absorbed on silica gel and purified by column chromatography to give compounds 2e-cis (85 mg) and 2e-trans (50 mg). 1H NMR (300 MHz, DMSO-d6) δ 11.95 (s, 1H), 8.35 (s, 1H), 7.91-7.89 (m, 2H), 7... The reactants are COC(C)(C)C, [Li]CCCC, CCOCn1cccn1, CC(C)OB1OC(C)(C)C(C)(C)O1, [Cl-], Cl, [NH4+], C1CCOC1, O. Product: CCOCn1nccc1B1OC(C)(C)C(C)(C)O1. As a reaction SMILES: [C:36]([O:37][CH3:38])([CH3:39])([CH3:40])[CH3:41].[CH2:1]([Li:2])[CH2:3][CH2:4][CH3:5].[CH2:6]([CH3:7])[O:8][CH2:9][n:10]1[n:11][cH:12][cH:13][cH:14]1.[CH:15]([O:16][B:19]1[O:20][C:21]([CH3:26])([CH3:27])[C:22]([CH3:24])([CH3:25])[O:23]1)([CH3:17])[CH3:18].[Cl-:28].[ClH:30].[NH4+:29].[O:31]1[CH2:32][CH2:33][CH2:34][CH2:35]1.[OH2:42]>>[CH2:6]([CH3:7])[O:8][CH2:9][n:10]1[n:11][cH:12][cH:13][c:14]1[B:19]1[O:20][C:21]([CH3:26])([CH3:27])[C:22]([CH3:24])([CH3:25])[O:23]1.